describe an organic reaction: reactants, conditions, products, and yield From a dataset of the Open Reaction Database (ORD), a public repository of structured organic reaction records. The reactants are ClC=1C(=C(C=CC1)[C@H]1[C@@H](N[C@H]([C@]1(C#N)C1=C(C=C(C=C1)Cl)F)CC(C)(C)C)C(=O)NC1=C(C=C(C(=O)OC(C)OC(NCC(=O)OCC2=CC=CC=C2)=O)C=C1)OC)F (1-(2-(benzyloxy)-2-oxoethylcarbamoyloxy)ethyl 4-((2R,3S,4R,5S)-3-(3-chloro-2-fluorophenyl)-4-(4-chloro-2-fluorophenyl)-4-cyano-5-neopentylpyrrolidine-2-carboxamido)-3-methoxybenzoate), [H][H] (hydrogen). The reagents and catalysts are [Pd] (palladium on carbon). Solvent: C(C)(=O)OCC (ethyl acetate). Yields the product ClC=1C(=C(C=CC1)[C@H]1[C@@H](N[C@H]([C@]1(C#N)C1=C(C=C(C=C1)Cl)F)CC(C)(C)C)C(=O)NC1=C(C=C(C(=O)OC(C)OC(=O)NCC(=O)O)C=C1)OC)F (2-((1-(4-((2R,3S,4R,5S)-3-(3-chloro-2-fluorophenyl)-4-(4-chloro-2-fluorophenyl)-4-cyano-5-neopentylpyrrolidine-2-carboxamido)-3-methoxybenzoyloxy)ethoxy)carbonylamino)acetic acid). Yield: 64.4%. As a reaction SMILES: [Cl:1][C:2]1[C:3]([F:59])=[C:4]([C@@H:8]2[C@:12]([C:15]3[CH:20]=[CH:19][C:18]([Cl:21])=[CH:17][C:16]=3[F:22])([C:13]#[N:14])[C@H:11]([CH2:23][C:24]([CH3:27])([CH3:26])[CH3:25])[NH:10][C@H:9]2[C:28]([NH:30][C:31]2[CH:56]=[CH:55][C:34]([C:35]([O:37][CH:38]([O:40][C:41](=[O:54])[NH:42][CH2:43][C:44]([O:46]CC3C=CC=CC=3)=[O:45])[CH3:39])=[O:36])=[CH:33][C:32]=2[O:57][CH3:58])=[O:29])[CH:5]=[CH:6][CH:7]=1.[H][H]>C(OCC)(=O)C.[Pd]>[Cl:1][C:2]1[C:3]([F:59])=[C:4]([C@@H:8]2[C@:12]([C:15]3[CH:20]=[CH:19][C:18]([Cl:21])=[CH:17][C:16]=3[F:22])([C:13]#[N:14])[C@H:11]([CH2:23][C:24]([CH3:25])([CH3:26])[CH3:27])[NH:10][C@H:9]2[C:28]([NH:30][C:31]2[CH:56]=[CH:55][C:34]([C:35]([O:37][CH:38]([O:40][C:41]([NH:42][CH2:43][C:44]([OH:46])=[O:45])=[O:54])[CH3:39])=[O:36])=[CH:33][C:32]=2[O:57][CH3:58])=[O:29])[CH:5]=[CH:6][CH:7]=1. Procedure: To a solution of 1-(2-(benzyloxy)-2-oxoethylcarbamoyloxy)ethyl 4-((2R,3S,4R,5S)-3-(3-chloro-2-fluorophenyl)-4-(4-chloro-2-fluorophenyl)-4-cyano-5-neopentylpyrrolidine-2-carboxamido)-3-methoxybenzoate (Example 23, 35.8 mg, 0.042 mmol) in ethyl acetate (8 mL) was added 10% palladium on carbon (12 mg). The content was stirred at room temperature under 1 atm of hydrogen for 2 h. Palladium on carbon solids were filtered off and washed with ethyl acetate. The solution was concentrated to give 2-((1-(4... Reactants: CN1CC2=C(C(CC1)O)SC=C2 (5-methyl-5,6,7,8-tetrahydro-4H-thieno[3,2-c]azepin-8-ol), ClC1=C(C=C(C=C1C)O)C (4-chloro-3,5-dimethylphenol). Product: Cl.ClC1=C(C=C(C=C1C)OC1C2=C(CN(CC1)C)C=CS2)C (8-(4-Chloro-3,5-dimethylphenyloxy)-5-methyl-5,6,7,8-tetrahydro-4H-thieno[3,2-c]azepine hydrochloride). Reaction SMILES: [CH3:1][N:2]1[CH2:8][CH2:7][CH:6]([OH:9])[C:5]2[S:10][CH:11]=[CH:12][C:4]=2[CH2:3]1.[Cl:13][C:14]1[C:19]([CH3:20])=[CH:18][C:17](O)=[CH:16][C:15]=1[CH3:22]>>[ClH:13].[Cl:13][C:14]1[C:19]([CH3:20])=[CH:18][C:17]([O:9][CH:6]2[CH2:7][CH2:8][N:2]([CH3:1])[CH2:3][C:4]3[CH:12]=[CH:11][S:10][C:5]2=3)=[CH:16][C:15]=1[CH3:22] |f:2.3|. Reported procedure: The same method as in Example 47 was conducted using 5-methyl-5,6,7,8-tetrahydro-4H-thieno[3,2-c]azepin-8-ol (Reference Example 25) instead of 6-methyl-4,5,6,7-tetrahydrofuro[2,3-c]pyridin-4-ol (Reference Example 1) and was conducted using 4-chloro-3,5-dimethylphenol instead of 4-chloro-3-methylphenol to give the objective compound. Starting materials: Cc1ccccc1, CC(=O)OC(C)=O, N#Cc1cnn(-c2c(F)c(F)c(C(F)(F)F)c(F)c2F)c1N. Yields the product CC(=O)Nc1c(C#N)cnn1-c1c(F)c(F)c(C(F)(F)F)c(F)c1F. RXN SMILES: [CH3:23][c:24]1[cH:25][cH:26][cH:27][cH:28][cH:29]1.[CH3:30][C:31](=[O:32])[O:33][C:34](=[O:35])[CH3:36].[NH2:1][c:2]1[c:3]([C:21]#[N:22])[cH:4][n:5][n:6]1-[c:7]1[c:8]([F:20])[c:9]([F:19])[c:10]([C:15]([F:16])([F:17])[F:18])[c:11]([F:14])[c:12]1[F:13]>>[NH:1]([c:2]1[c:3]([C:21]#[N:22])[cH:4][n:5][n:6]1-[c:7]1[c:8]([F:20])[c:9]([F:19])[c:10]([C:15]([F:16])([F:17])[F:18])[c:11]([F:14])[c:12]1[F:13])[C:31]([CH3:30])=[O:32]. Reactants: CO, Cl, COC(=O)Nc1nc2cc(C(=O)c3ccc(F)cc3)ccc2[nH]1, [NH4+], CON, [OH-], O. The product is CON=C(c1ccc(F)cc1)c1ccc2[nH]c(NC(=O)OC)nc2c1. As a reaction SMILES: [CH3:28][OH:29].[ClH:24].[F:1][c:2]1[cH:3][cH:4][c:5]([C:6](=[O:7])[c:8]2[cH:9][c:10]3[c:11]([nH:12][c:13]([NH:15][C:16]([O:17][CH3:18])=[O:19])[n:14]3)[cH:20][cH:21]2)[cH:22][cH:23]1.[NH4+:31].[O:25]([CH3:26])[NH2:27].[OH-:30].[OH2:32]>>[F:1][c:2]1[cH:3][cH:4][c:5]([C:6]([c:8]2[cH:9][c:10]3[c:11]([nH:12][c:13]([NH:15][C:16]([O:17][CH3:18])=[O:19])[n:14]3)[cH:20][cH:21]2)=[N:27][O:25][CH3:26])[cH:22][cH:23]1. The product is C(C)(C)(C)OC(NCCN1CC2CN(CC(C1)O2)CC2=CC=CC=C2)=O ([2-(7-Benzyl-9-oxa-3,7-diazabicyclo[3.3.1]non-3-yl)ethyl]carbamic acid tert-butyl ester). Reaction SMILES: Cl.Cl.[CH2:3]([N:10]1[CH2:17][CH:16]2[O:18][CH:12]([CH2:13][NH:14][CH2:15]2)[CH2:11]1)[C:4]1[CH:9]=[CH:8][CH:7]=[CH:6][CH:5]=1.C(=O)(O)[O-].[Na+].S(C1C=CC(C)=CC=1)(O[CH2:28][CH2:29][NH:30][C:31]([O:33][C:34]([CH3:37])([CH3:36])[CH3:35])=[O:32])(=O)=O.C(O)(=O)CC(CC(O)=O)(C(O)=O)O>O.C1(C)C=CC=CC=1.C(OCC)(=O)C>[C:34]([O:33][C:31](=[O:32])[NH:30][CH2:29][CH2:28][N:14]1[CH2:15][CH:16]2[O:18][CH:12]([CH2:11][N:10]([CH2:3][C:4]3[CH:5]=[CH:6][CH:7]=[CH:8][CH:9]=3)[CH2:17]2)[CH2:13]1)([CH3:37])([CH3:36])[CH3:35] |f:0.1.2,3.4|. The reactants are S(=O)(=O)(OCCNC(=O)OC(C)(C)C)C1=CC=C(C)C=C1 (2-(tert-butyloxycarbonylamino)ethyl tosylate), solid, C(CC(O)(C(=O)O)CC(=O)O)(=O)O (citric acid), solid, Cl.Cl.C(C1=CC=CC=C1)N1CC2CNCC(C1)O2 (3-benzyl-9-oxa-3,7-diazabicyclo[3.3.1]nonane dihydro-chloride), C([O-])(O)=O.[Na+] (sodium bicarbonate). Run at time 10 minute. Procedure: A solution of 3-benzyl-9-oxa-3,7-diazabicyclo[3.3.1]nonane dihydro-chloride (see Preparation B(iv) above; 10 g, 34 mmol) in water (25 mL) was added slowly to a solution of sodium bicarbonate (10 g, 119 mmol) in water 10 mL). More water (5 mL) was added and the mixture was stirred at room temperature for 10 minutes. A solution of 2-(tert-butyloxycarbonylamino)ethyl tosylate (see Preparation A above; 11.92 g, 37 mmol) in toluene (40 mL) was added. This mixture was then heated at 65–70° C. for 7 ho... Run in O (water), C1(=CC=CC=C1)C (toluene), C(C)(=O)OCC (Ethyl acetate), O (water), O (water). The reactants are BrC1=CC(=C(C=C1)C(=O)N1CCN(CC1)C1=NC=C(C=C1C)C1CC1)F ((4-bromo-2-fluorophenyl)[4-(5-cyclopropyl-3-methylpyridin-2-yl)piperazin-1-yl]methanone), CN1C(NC(C1=O)(C)C)=O (3,5,5-trimethylimidazolidine-2,4-dione). The product is C1(CC1)C=1C=C(C(=NC1)N1CCN(CC1)C(=O)C1=C(C=C(C=C1)N1C(N(C(C1(C)C)=O)C)=O)F)C (1-{4-[4-(5-cyclopropyl-3-methylpyridin-2-yl)piperazine-1-carbonyl]-3-fluorophenyl}-3,5,5-trimethylimidazolidine-2,4-dione). Yield: 10.4%. RXN SMILES: Br[C:2]1[CH:7]=[CH:6][C:5]([C:8]([N:10]2[CH2:15][CH2:14][N:13]([C:16]3[C:21]([CH3:22])=[CH:20][C:19]([CH:23]4[CH2:25][CH2:24]4)=[CH:18][N:17]=3)[CH2:12][CH2:11]2)=[O:9])=[C:4]([F:26])[CH:3]=1.[CH3:27][N:28]1[C:32](=[O:33])[C:31]([CH3:35])([CH3:34])[NH:30][C:29]1=[O:36]>>[CH:23]1([C:19]2[CH:20]=[C:21]([CH3:22])[C:16]([N:13]3[CH2:14][CH2:15][N:10]([C:8]([C:5]4[CH:6]=[CH:7][C:2]([N:30]5[C:31]([CH3:35])([CH3:34])[C:32](=[O:33])[N:28]([CH3:27])[C:29]5=[O:36])=[CH:3][C:4]=4[F:26])=[O:9])[CH2:11][CH2:12]3)=[N:17][CH:18]=2)[CH2:25][CH2:24]1. Procedure: Using (4-bromo-2-fluorophenyl)[4-(5-cyclopropyl-3-methylpyridin-2-yl)piperazin-1-yl]methanone (167 mg) described in Preparation Example 121 and 3,5,5-trimethylimidazolidine-2,4-dione (63 mg) described in Preparation Example 218 and by the reaction and treatment in the same manner as in Example 536, the title compound (20 mg) was obtained. The reactants are BrCc1ccccc1, CC(C)(C)[O-], [K+], [Na+], CN(C)C=O, [OH-], O, O=C(O)c1ccc(O)cc1. Product: O=C(O)c1ccc(OCc2ccccc2)cc1. As a reaction SMILES: [Br:17][CH2:18][c:19]1[cH:20][cH:21][cH:22][cH:23][cH:24]1.[CH3:11][C:12]([CH3:13])([O-:14])[CH3:15].[K+:16].[Na+:26].[O:27]=[CH:28][N:29]([CH3:30])[CH3:31].[OH-:25].[OH2:32].[OH:1][C:2](=[O:3])[c:4]1[cH:5][cH:6][c:7]([OH:8])[cH:9][cH:10]1>>[OH:1][C:2](=[O:3])[c:4]1[cH:5][cH:6][c:7]([O:8][CH2:18][c:19]2[cH:20][cH:21][cH:22][cH:23][cH:24]2)[cH:9][cH:10]1.